Dataset: the Open Reaction Database (ORD), a public repository of structured organic reaction records. Task: describe an organic reaction: reactants, conditions, products, and yield Reactants: C(C)(C)(C)O[C@H](C(=O)OCC)C1=C(C2=C(N=C(S2)C=2C=CC3=C(N(C(=N3)C)C3CN(C3)C(=O)OC(C)(C)C)C2)C=C1C)C1=CC=C(C=C1)Cl ((S)-tert-butyl 3-(6-(6-(1-tert-butoxy-2-ethoxy-2-oxoethyl)-7-(4-chlorophenyl)-5-methylbenzo[d]thiazol-2-yl)-2-methyl-1H-benzo[d]imidazol-1-yl)azetidine-1-carboxylate). Run at time 3 hour. The solvent is Cl (HCl), CC(C)O (i-PrOH). RXN SMILES: [C:1]([O:5][C@@H:6]([C:12]1[C:41]([CH3:42])=[CH:40][C:15]2[N:16]=[C:17]([C:19]3[CH:20]=[CH:21][C:22]4[N:26]=[C:25]([CH3:27])[N:24]([CH:28]5[CH2:31][N:30](C(OC(C)(C)C)=O)[CH2:29]5)[C:23]=4[CH:39]=3)[S:18][C:14]=2[C:13]=1[C:43]1[CH:48]=[CH:47][C:46]([Cl:49])=[CH:45][CH:44]=1)[C:7]([O:9][CH2:10][CH3:11])=[O:8])([CH3:4])([CH3:3])[CH3:2]>Cl.CC(O)C>[NH:30]1[CH2:31][CH:28]([N:24]2[C:23]3[CH:39]=[C:19]([C:17]4[S:18][C:14]5[C:13]([C:43]6[CH:44]=[CH:45][C:46]([Cl:49])=[CH:47][CH:48]=6)=[C:12]([C@H:6]([O:5][C:1]([CH3:3])([CH3:2])[CH3:4])[C:7]([O:9][CH2:10][CH3:11])=[O:8])[C:41]([CH3:42])=[CH:40][C:15]=5[N:16]=4)[CH:20]=[CH:21][C:22]=3[N:26]=[C:25]2[CH3:27])[CH2:29]1. Product: N1CC(C1)N1C(=NC2=C1C=C(C=C2)C=2SC1=C(N2)C=C(C(=C1C1=CC=C(C=C1)Cl)[C@@H](C(=O)OCC)OC(C)(C)C)C)C ((S)-ethyl 2-(2-(1-(azetidin-3-yl)-2-methyl-1H-benzo[d]imidazol-6-yl)-7-(4-chlorophenyl)-5-methylbenzo[d]thiazol-6-yl)-2-tert-butoxyacetate). Reported procedure: A solution of (S)-tert-butyl 3-(6-(6-(1-tert-butoxy-2-ethoxy-2-oxoethyl)-7-(4-chlorophenyl)-5-methylbenzo[d]thiazol-2-yl)-2-methyl-1H-benzo[d]imidazol-1-yl)azetidine-1-carboxylate (76 mg, 0.11 mmol) in 1.25 M HCl in i-PrOH (20 mL) was stirred at room temperature for 16 hours then at 45° C. for 3 hours. The solution was cooled to room temperature and concentrated in vacuo to provide the desired product. LCMS-ESI+: calc'd for C33H36ClN4O3S: 603.2 (M+H+); Found: 603.4 (M+H+). Starting materials: FC1=CC(=C(C=C1)N)[N+](=O)[O-] (4-fluoro-2-nitro-phenylamine), ice water, FC1=C(C#N)C=C(C=C1)C (2-fluoro-5-methyl-benzonitrile), O.[OH-].[Li+] (lithium hydroxide monohydrate). The solvent is CS(=O)C (methyl sulfoxide). Conditions: temperature 55 celsius, time 1 hour. Product: FC1=CC(=C(C=C1)NC1=C(C#N)C=C(C=C1)C)[N+](=O)[O-] (2-(4-Fluoro-2-nitro-phenylamino)-5-methyl-benzonitrile). The yield is 45.2%. RXN SMILES: [F:1][C:2]1[CH:7]=[CH:6][C:5]([NH2:8])=[C:4]([N+:9]([O-:11])=[O:10])[CH:3]=1.F[C:13]1[CH:20]=[CH:19][C:18]([CH3:21])=[CH:17][C:14]=1[C:15]#[N:16].O.[OH-].[Li+]>CS(C)=O>[F:1][C:2]1[CH:7]=[CH:6][C:5]([NH:8][C:13]2[CH:20]=[CH:19][C:18]([CH3:21])=[CH:17][C:14]=2[C:15]#[N:16])=[C:4]([N+:9]([O-:11])=[O:10])[CH:3]=1 |f:2.3.4|. Procedure: Combine 4-fluoro-2-nitro-phenylamine (2.9 g, 18.50 mmol), 2-fluoro-5-methyl-benzonitrile (2.5 g, 18.50 mmol) and lithium hydroxide monohydrate (2.4 g, 57.20 mmol) in methyl sulfoxide (DMSO, 40 ml). Heat the resulting mixture to 55° C. for 40 hours. Cool the reaction mixture to ambient temperature, then pour into approximately 250 ml of ice water and stir for one hour. Filter the resulting mixture and collect the precipitate. Chromatograph the solid using flash chromatography and elute with mobil... Reactants: FC(C=1C=C(C(=O)CC#N)C=CC1)(F)F (3-(Trifluoromethyl)benzoylacetonitrile), C(C)(=O)[O-].[Na+] (sodium acetate), Cl.NO (hydroxylamine.hydrochloride). Run in C(C)O (ethanol). The product is FC(C=1C=C(C=CC1)C1=NOC(=C1)N)(F)F (3-(3-(TRIFLUOROMETHYL)PHENYL)-5-AMINOISOXAZOLE). Reaction SMILES: [F:1][C:2]([F:15])([F:14])[C:3]1[CH:4]=[C:5]([CH:11]=[CH:12][CH:13]=1)[C:6]([CH2:8][C:9]#[N:10])=O.C([O-])(=O)C.[Na+].Cl.[NH2:22][OH:23]>C(O)C>[F:1][C:2]([F:15])([F:14])[C:3]1[CH:4]=[C:5]([C:6]2[CH:8]=[C:9]([NH2:10])[O:23][N:22]=2)[CH:11]=[CH:12][CH:13]=1 |f:1.2,3.4|. Reported procedure: 3-(Trifluoromethyl)benzoylacetonitrile (3.8 grams) and 125 ml. ethanol were placed in a 500 ml. flask. The solution was treated with sodium acetate (12 grams) and hydroxylamine.hydrochloride (9 grams in 125 ml. water) and then heated to reflux for two hours. After cooling to room temperature, the ethanol was removed and the residue extracted with ether. The ether extracts were then washed with water, brine, and dried with MgSO4. The solid residue obtained was recrystallized from an ethanol/water... Reactants: C1(=CC=CC=C1)N1N=C(C(N(C1=O)CCCC)=O)C(=O)O (2-phenyl-4-butyl-3,5-dioxo-2,3,4,5-tetrahydro-1,2,4-triazine-6-carboxylic acid), S(=O)(Cl)Cl (thionyl chloride). Product: C1(=CC=CC=C1)N1N=C(C(N(C1=O)C)=O)C(=O)Cl (2-phenyl-4-methyl-3,5-dioxo-2,3,4,5-tetrahydro-1,2,4-triazine-6-carbonyl chloride). Isolated yield 88.0%. RXN SMILES: [C:1]1([N:7]2[C:12](=[O:13])[N:11]([CH2:14]CCC)[C:10](=[O:18])[C:9]([C:19]([OH:21])=O)=[N:8]2)[CH:6]=[CH:5][CH:4]=[CH:3][CH:2]=1.S(Cl)([Cl:24])=O>>[C:1]1([N:7]2[C:12](=[O:13])[N:11]([CH3:14])[C:10](=[O:18])[C:9]([C:19]([Cl:24])=[O:21])=[N:8]2)[CH:6]=[CH:5][CH:4]=[CH:3][CH:2]=1. Procedure details: Intermediate g (3.0 g, 0.01 mol) was added to thionyl chloride (10 V/W, 30 mL). The mixture was warmed up under stirring to react under reflux for 6 h. The solvent was evaporated off to produce a clear yellow crystal (3 g) in a yield of 88%,